From a dataset of the Open Reaction Database (ORD), a public repository of structured organic reaction records. describe an organic reaction: reactants, conditions, products, and yield Reactants: CN1C=NC=C1 (N-methylimidazole), [N+](=O)([O-])C=C1SCCCN1 (tetrahydro-2-(nitromethylene)-2H-1,3-thiazine), [N+](=O)([O-])C1=CC=C(C(=O)Cl)C=C1 (p-nitrobenzoyl chloride). Run in C(OC)COC (monoglyme), C(Cl)Cl (methylene chloride), C(OC)COC (monoglyme), C(OC)COC (monoglyme). Conditions: time 30 minute. The product is [N+](=O)([O-])C(C(=O)C1=CC=C(C=C1)[N+](=O)[O-])=C1SCCCN1 (2-nitro-1-(4-nitrophenyl)-2-(tetrahydro-2H-1,3-thiazine-2-ylidene)ethanone). Reaction SMILES: [N+:1]([C:4]1[CH:12]=[CH:11][C:7]([C:8](Cl)=[O:9])=[CH:6][CH:5]=1)([O-:3])=[O:2].CN1C=CN=C1.[N+:19]([CH:22]=[C:23]1[NH:28][CH2:27][CH2:26][CH2:25][S:24]1)([O-:21])=[O:20]>C(COC)OC.C(Cl)Cl>[N+:19]([C:22](=[C:23]1[NH:28][CH2:27][CH2:26][CH2:25][S:24]1)[C:8]([C:7]1[CH:11]=[CH:12][C:4]([N+:1]([O-:3])=[O:2])=[CH:5][CH:6]=1)=[O:9])([O-:21])=[O:20]. Procedure details: A solution/suspension of 20.4 g of p-nitrobenzoyl chloride in 25 ml of monoglyme was added dropwise at 5°-10° to a solution of 9.09 g of N-methylimidazole in 75 ml of monoglyme and the mixture was stirred for an additional 30 minutes at 5°-10°, after which was added dropwise (same temperature) a solution/suspension of 16.0 g of tetrahydro-2-(nitromethylene)-2H-1,3-thiazine in 25 ml of monoglyme, after which the stirred mixture was allowed to warm to room temperature and stirred for 96 hours. The... Reactants: ClCCl, SCc1ccc(Cl)cc1, COc1cc(-n2ccc(SC)nc2=O)ccc1OCC(C)(C)O. Product: COc1cc(-n2ccc(SCc3ccc(Cl)cc3)nc2=O)ccc1OCC(C)(C)O. Reaction SMILES: [CH2:33]([Cl:34])[Cl:35].[Cl:24][c:25]1[cH:26][cH:27][c:28]([CH2:31][SH:32])[cH:29][cH:30]1.[OH:1][C:2]([CH2:3][O:4][c:5]1[c:6]([O:20][CH3:21])[cH:7][c:8](-[n:11]2[c:12](=[O:19])[n:13][c:14]([S:17][CH3:18])[cH:15][cH:16]2)[cH:9][cH:10]1)([CH3:22])[CH3:23]>>[OH:1][C:2]([CH2:3][O:4][c:5]1[c:6]([O:20][CH3:21])[cH:7][c:8](-[n:11]2[c:12](=[O:19])[n:13][c:14]([S:17][CH2:18][c:28]3[cH:27][cH:26][c:25]([Cl:24])[cH:30][cH:29]3)[cH:15][cH:16]2)[cH:9][cH:10]1)([CH3:22])[CH3:23]. Starting materials: ClC1=C(C=CC=C1)C1=NCC=2N(C3=C1C=C(C=C3)I)C(=NN2)C (6-(2-chlorophenyl)-8-iodo-1-methyl-4H-[1,2,4]triazolo[4,3-a][1,4]benzodiazepine), O(C1=CC=CC=C1)CC#C (1-phenoxy-2-propyne). Procedure: This compound was obtained by coupling 6-(2-chlorophenyl)-8-iodo-1-methyl-4H-[1,2,4]triazolo[4,3-a][1,4]benzodiazepine with 1-phenoxy-2-propyne as described in example 1. Chromatographic isolation and crystallization from ethyl acetate gave colorless crystals with m.p. 160°-162° C. Product: ClC1=C(C=CC=C1)C1=NCC=2N(C3=C1C=C(C=C3)C#CCOC3=CC=CC=C3)C(=NN2)C (6-(2-Chlorophenyl)-1-methyl-8-(3-phenoxy-1-propynyl)-4H-[1,2,4]triazolo [4,3-a][1,4]benzodiazepine). As a reaction SMILES: [Cl:1][C:2]1[CH:7]=[CH:6][CH:5]=[CH:4][C:3]=1[C:8]1[C:14]2[CH:15]=[C:16](I)[CH:17]=[CH:18][C:13]=2[N:12]2[C:20]([CH3:23])=[N:21][N:22]=[C:11]2[CH2:10][N:9]=1.[O:24]([CH2:31][C:32]#[CH:33])[C:25]1[CH:30]=[CH:29][CH:28]=[CH:27][CH:26]=1>>[Cl:1][C:2]1[CH:7]=[CH:6][CH:5]=[CH:4][C:3]=1[C:8]1[C:14]2[CH:15]=[C:16]([C:33]#[C:32][CH2:31][O:24][C:25]3[CH:30]=[CH:29][CH:28]=[CH:27][CH:26]=3)[CH:17]=[CH:18][C:13]=2[N:12]2[C:20]([CH3:23])=[N:21][N:22]=[C:11]2[CH2:10][N:9]=1. The reactants are C1(=CC=CC=C1)C(=O)C1CCCCC1 (cyclohexyl phenyl ketone), C1(=CC=CC=C1)C(=O)C1CCCCC1 (cyclohexyl phenyl ketone), O (Water), [Li]CCCC (nBuLi). The reagents and catalysts are [Br-].C[P+](C1=CC=CC=C1)(C1=CC=CC=C1)C1=CC=CC=C1 (Methyltriphenylphosphonium bromide). Solvent: C1CCOC1 (THF). Reaction conditions: temperature 2 celsius, time 1 hour. Product: C1(CCCCC1)C(=C)C1=CC=CC=C1 (α-Cyclohexylstyrene), colorless liquid. Yield: 89.0%. As a reaction SMILES: [C:1]1([C:7]([CH:9]2[CH2:14][CH2:13][CH2:12][CH2:11][CH2:10]2)=O)[CH:6]=[CH:5][CH:4]=[CH:3][CH:2]=1.[Li][CH2:16]CCC.O>[Br-].C[P+](C1C=CC=CC=1)(C1C=CC=CC=1)C1C=CC=CC=1.C1COCC1>[CH:9]1([C:7]([C:1]2[CH:2]=[CH:3][CH:4]=[CH:5][CH:6]=2)=[CH2:16])[CH2:10][CH2:11][CH2:12][CH2:13][CH2:14]1 |f:3.4|. Reported procedure: α-Cyclohexylstyrene was prepared from cyclohexyl phenyl ketone using standard Wittig chemistry (Gupta, P.; Fernandes, R. A.; Kumar, P. Tet. Lett. 2003, 44, 4231–4232.) Methyltriphenylphosphonium bromide (29.57 g, 82.77 mmol) was slurried in 600 mL THF in the glovebox. The mixture was cooled to 2° C., and nBuLi (1.6 M in hexanes, 52 mL) was added over 15 min. After 1 h, solid cyclohexyl phenyl ketone (15.18 g, 80.63 mmol) was added, and the solution was allowed to slowly warm to room temperature ... Reactants: CC(=O)O, C1CCOC1, O, CCCCCCCCC1C(OC2CCCCO2)CC(O)C1CC=CCCCC(=O)O. Yields the product CCCCCCCCC1C(O)CC(O)C1CC=CCCCC(=O)O. As a reaction SMILES: [C:37]([OH:38])(=[O:39])[CH3:40].[O:31]1[CH2:32][CH2:33][CH2:34][CH2:35]1.[OH2:36].[OH:1][CH:2]1[CH:3]([CH2:4][CH:5]=[CH:6][CH2:7][CH2:8][CH2:9][C:10](=[O:11])[OH:12])[CH:13]([CH2:23][CH2:24][CH2:25][CH2:26][CH2:27][CH2:28][CH2:29][CH3:30])[CH:14]([O:16][CH:17]2[CH2:18][CH2:19][CH2:20][CH2:21][O:22]2)[CH2:15]1>>[OH:1][CH:2]1[CH:3]([CH2:4][CH:5]=[CH:6][CH2:7][CH2:8][CH2:9][C:10](=[O:11])[OH:12])[CH:13]([CH2:23][CH2:24][CH2:25][CH2:26][CH2:27][CH2:28][CH2:29][CH3:30])[CH:14]([OH:16])[CH2:15]1. Starting materials: CC#N, CSC(=C[N+](=O)[O-])SC, NCc1ccc(Cl)nc1. The product is CSC(=C[N+](=O)[O-])NCc1ccc(Cl)nc1. As a reaction SMILES: [CH3:19][C:20]#[N:21].[CH3:1][S:2][C:3](=[CH:4][N+:5](=[O:6])[O-:7])[S:8][CH3:9].[NH2:10][CH2:11][c:12]1[cH:13][cH:14][c:15]([Cl:18])[n:16][cH:17]1>>[CH3:1][S:2][C:3](=[CH:4][N+:5](=[O:6])[O-:7])[NH:10][CH2:11][c:12]1[cH:13][cH:14][c:15]([Cl:18])[n:16][cH:17]1. The reactants are COc1ccc2ccn(-c3cc(C(=O)NC4CC4)ccc3C)c(=O)c2c1, Cl, [I-], [Li+], [Na+], [OH-], Cc1cc(C)nc(C)c1. Product: Cc1ccc(C(=O)NC2CC2)cc1-n1ccc2ccc(O)cc2c1=O. RXN SMILES: [CH:1]1([NH:4][C:5]([c:6]2[cH:7][c:8](-[n:13]3[c:14](=[O:25])[c:15]4[cH:16][c:17]([O:23][CH3:24])[cH:18][cH:19][c:20]4[cH:21][cH:22]3)[c:9]([CH3:12])[cH:10][cH:11]2)=[O:26])[CH2:2][CH2:3]1.[ClH:31].[I-:27].[Li+:28].[Na+:30].[OH-:29].[n:32]1[c:33]([CH3:34])[cH:35][c:36]([CH3:37])[cH:38][c:39]1[CH3:40]>>[CH:1]1([NH:4][C:5]([c:6]2[cH:7][c:8](-[n:13]3[c:14](=[O:25])[c:15]4[cH:16][c:17]([OH:23])[cH:18][cH:19][c:20]4[cH:21][cH:22]3)[c:9]([CH3:12])[cH:10][cH:11]2)=[O:26])[CH2:2][CH2:3]1.